From a dataset of the Open Reaction Database (ORD), a public repository of structured organic reaction records. describe an organic reaction: reactants, conditions, products, and yield Yields the product NC1=C2C=CN(C2=CC=C1)C(C(=O)OC)(CC)C1=CC=C(C=C1)Cl (methyl 2-(4-amino-1H-indol-1-yl)-2-(4-chlorophenyl)butanoate). Reactants: FC(C(=O)O)(F)F (Trifluoroacetic acid), C(C)(C)(C)OC(=O)NC1=C2C=CN(C2=CC=C1)C(C(=O)OC)(CC)C1=CC=C(C=C1)Cl (methyl 2-{4-[(tert-butoxycarbonyl)amino]-1H-indol-1-yl}-2-(4-chlorophenyl)butanoate). Reaction conditions: time 1 hour. Run in C(Cl)Cl (DCM). RXN SMILES: FC(F)(F)C(O)=O.C(OC([NH:15][C:16]1[CH:24]=[CH:23][CH:22]=[C:21]2[C:17]=1[CH:18]=[CH:19][N:20]2[C:25]([C:32]1[CH:37]=[CH:36][C:35]([Cl:38])=[CH:34][CH:33]=1)([CH2:30][CH3:31])[C:26]([O:28][CH3:29])=[O:27])=O)(C)(C)C>C(Cl)Cl>[NH2:15][C:16]1[CH:24]=[CH:23][CH:22]=[C:21]2[C:17]=1[CH:18]=[CH:19][N:20]2[C:25]([C:32]1[CH:33]=[CH:34][C:35]([Cl:38])=[CH:36][CH:37]=1)([CH2:30][CH3:31])[C:26]([O:28][CH3:29])=[O:27]. Procedure details: Trifluoroacetic acid (37.5 mL, 487 mmol) was added rapidly dropwise to a stirred solution of 3a (8.62 g, 19.5 mmol) in DCM (100 mL) at 0° C. After 1 h, the reaction was quenched by careful addition of saturated aqueous sodium bicarbonate, followed by NaHCO3(s) and extracted with ether. The organics were washed with saturated aqueous sodium bicarbonate, dried (MgSO4), filtered and concentrated in vacuo to afford the title compound 3b. m/z (ES) 343 (MH)+. Reactants: C(C)(=O)OO (peracetic acid), C(C)OCC=1N(C2=C(C=NC=3C=C(C=CC23)OCCNC(OC(C)(C)C)=O)N1)CC(C)(C)O (tert-Butyl 2-{[2-(ethoxymethyl)-1-(2-hydroxy-2-methylpropyl)-1H-imidazo[4,5-c]quinolin-7-yl]oxy}ethylcarbamate), C(C)(=O)OO (Peracetic acid), C(C)(=O)O (acetic acid), S(=O)(=O)([O-])S(=O)[O-].[Na+].[Na+] (sodium metabisulfite). The solvent is C(C)(=O)OCC (ethyl acetate), O (water). Run at temperature 50 celsius, time 1 hour. Yields the product C(C)OCC=1N(C2=C(C=[N+](C=3C=C(C=CC23)OCCNC(OC(C)(C)C)=O)[O-])N1)CC(C)(C)O (tert-butyl 2-{[2-(ethoxymethyl)-1-(2-hydroxy-2-methylpropyl)-5-oxido-1H-imidazo[4,5-c]quinolin-7-yl]oxy}ethylcarbamate). As a reaction SMILES: [CH2:1]([O:3][CH2:4][C:5]1[N:6]([CH2:29][C:30]([OH:33])([CH3:32])[CH3:31])[C:7]2[C:16]3[CH:15]=[CH:14][C:13]([O:17][CH2:18][CH2:19][NH:20][C:21](=[O:27])[O:22][C:23]([CH3:26])([CH3:25])[CH3:24])=[CH:12][C:11]=3[N:10]=[CH:9][C:8]=2[N:28]=1)[CH3:2].C(OO)(=[O:36])C.C(O)(=O)C.S(S([O-])=O)([O-])(=O)=O.[Na+].[Na+]>C(OCC)(=O)C.O>[CH2:1]([O:3][CH2:4][C:5]1[N:6]([CH2:29][C:30]([OH:33])([CH3:32])[CH3:31])[C:7]2[C:16]3[CH:15]=[CH:14][C:13]([O:17][CH2:18][CH2:19][NH:20][C:21](=[O:27])[O:22][C:23]([CH3:26])([CH3:24])[CH3:25])=[CH:12][C:11]=3[N+:10]([O-:36])=[CH:9][C:8]=2[N:28]=1)[CH3:2] |f:3.4.5|. Reported procedure: tert-Butyl 2-{[2-(ethoxymethyl)-1-(2-hydroxy-2-methylpropyl)-1H-imidazo[4,5-c]quinolin-7-yl]oxy}ethylcarbamate (2.9 g, 6.32 mmol) was dissolved in ethyl acetate (25 mL). 32% Peracetic acid in acetic acid (1.99 mL, 9.48 mmol) was added to the solution and the mixture was heated to 50° C. for 2 hours. Another 0.5 mL of the peracetic acid solution (2.37 mmol) was added and the reaction was stirred for 1 hour. A solution of sodium metabisulfite in water (1.5 g in 3.0 mL) was added in two portions an...